This data is from the Open Reaction Database (ORD), a public repository of structured organic reaction records. The task is: describe an organic reaction: reactants, conditions, products, and yield Starting materials: C(C)(C)(C)OC(=O)N1CC(C1)OC1=C(C=CC(=C1)Cl)O (3-(5-chloro-2-hydroxy-phenoxy)-azetidine-1-carboxylic acid tert-butyl ester), C(C)OC(=O)C1=C(OC(=C1)CBr)C(F)(F)F (5-Bromomethyl-2-trifluoromethyl-furan-3-carboxylic acid ethyl ester), C(=O)([O-])[O-].[Cs+].[Cs+] (Cs2CO3). The solvent is CN(C)C=O (DMF). The product is C(C)(C)(C)OC(=O)N1CC(C1)OC1=C(C=CC(=C1)Cl)OCC=1OC(=C(C1)C(=O)OCC)C(F)(F)F (3-[5-Chloro-2-(4-ethoxycarbonyl-5-trifluoromethyl-furan-2-ylmethoxy)-phenoxy]-azetidine-1-carboxylic acid tert-butyl ester). Isolated yield 71.2%. Reaction SMILES: [C:1]([O:5][C:6]([N:8]1[CH2:11][CH:10]([O:12][C:13]2[CH:18]=[C:17]([Cl:19])[CH:16]=[CH:15][C:14]=2[OH:20])[CH2:9]1)=[O:7])([CH3:4])([CH3:3])[CH3:2].[CH2:21]([O:23][C:24]([C:26]1[CH:30]=[C:29]([CH2:31]Br)[O:28][C:27]=1[C:33]([F:36])([F:35])[F:34])=[O:25])[CH3:22].C([O-])([O-])=O.[Cs+].[Cs+]>CN(C=O)C>[C:1]([O:5][C:6]([N:8]1[CH2:9][CH:10]([O:12][C:13]2[CH:18]=[C:17]([Cl:19])[CH:16]=[CH:15][C:14]=2[O:20][CH2:31][C:29]2[O:28][C:27]([C:33]([F:35])([F:36])[F:34])=[C:26]([C:24]([O:23][CH2:21][CH3:22])=[O:25])[CH:30]=2)[CH2:11]1)=[O:7])([CH3:4])([CH3:2])[CH3:3] |f:2.3.4|. Procedure: The title compound was prepared as described in Example 1 Step D using 3-(5-chloro-2-hydroxy-phenoxy)-azetidine-1-carboxylic acid tert-butyl ester (0.3 g, 1.0 mmol), the title compound of Example 75 Step A (0.75 g, 2.5 mmol), Cs2CO3 (0.80 g, 2.4 mmol) and KI (0.23 g, 1.4 mmol) in DMF (15 mL). The crude material was purified by RP HPLC to provide the title compound (0.37 g, 71%). 1H NMR (CDCl3): 7.20-6.92 (m, 1H), 6.91-6.80 (m, 2H), 6.77-6.69 (m, 1H), 6.53 (d, J=2.1 Hz, 1H), 4.87 (s, 2H), 4.79-4.... Starting materials: CCOP(OCC)OCC, CC[N+](CC)(CC)Cc1ccccc1, Cc1ccccc1, [Cl-], O=C1c2ccc(F)cc2CC1c1ccc(F)cc1, [Na+], [OH-]. Product: O=C1c2ccc(F)cc2CC1(O)c1ccc(F)cc1. RXN SMILES: [CH2:19]([O:21][P:20]([O:22][CH2:23][CH3:24])[O:25][CH2:26][CH3:27])[CH3:28].[CH2:32]([N+:33]([CH2:34][CH3:35])([CH2:36][CH3:37])[CH2:38][CH3:39])[c:40]1[cH:41][cH:42][cH:43][cH:44][cH:45]1.[CH3:46][c:47]1[cH:48][cH:49][cH:50][cH:51][cH:52]1.[Cl-:31].[F:1][c:2]1[cH:3][c:4]2[c:8]([cH:9][cH:10]1)[C:7](=[O:11])[CH:6]([c:12]1[cH:13][cH:14][c:15]([F:18])[cH:16][cH:17]1)[CH2:5]2.[Na+:30].[OH-:29]>>[F:1][c:2]1[cH:3][c:4]2[c:8]([cH:9][cH:10]1)[C:7](=[O:11])[C:6]([c:12]1[cH:13][cH:14][c:15]([F:18])[cH:16][cH:17]1)([OH:21])[CH2:5]2. As a reaction SMILES: [CH2:40]1[O:41][CH2:42][CH2:43][CH2:44]1.[CH3:34][C:35](=[O:36])[O-:37].[CH3:38][OH:39].[CH:1]1([c:4]2[cH:5][c:6]([NH:9][c:10]3[cH:11][c:12]([NH:21][CH:22]([CH3:23])[c:24]4[cH:25][cH:26][c:27]([F:30])[cH:28][cH:29]4)[c:13]([C:14]#[N:15])[cH:16][c:17]3[N+:18]([O-:19])=[O:20])[n:7][nH:8]2)[CH2:2][CH2:3]1.[Cl-:31].[NH4+:32].[NH4+:33].[Zn:45]>>[CH:1]1([c:4]2[cH:5][c:6]([NH:9][c:10]3[cH:11][c:12]([NH:21][CH:22]([CH3:23])[c:24]4[cH:25][cH:26][c:27]([F:30])[cH:28][cH:29]4)[c:13]([C:14]#[N:15])[cH:16][c:17]3[NH2:18])[n:7][nH:8]2)[CH2:2][CH2:3]1. Product: CC(Nc1cc(Nc2cc(C3CC3)[nH]n2)c(N)cc1C#N)c1ccc(F)cc1. The reactants are C1CCOC1, CC(=O)[O-], CO, CC(Nc1cc(Nc2cc(C3CC3)[nH]n2)c([N+](=O)[O-])cc1C#N)c1ccc(F)cc1, [Cl-], [NH4+], [NH4+], [Zn]. Starting materials: FC1=CC=C(C#N)C=C1 (4-fluorobenzonitrile), C(C1=CC=CC=C1)NCCC1=CC=C(C=C1)O (4-(2-Benzylamino-ethyl)-phenol). Product: C(C1=CC=CC=C1)NCCC1=CC=C(OC2=CC=C(C#N)C=C2)C=C1 (4-[4-(2-Benzylamino-ethyl)-phenoxy]-benzonitrile). Reaction SMILES: F[C:2]1[CH:9]=[CH:8][C:5]([C:6]#[N:7])=[CH:4][CH:3]=1.[CH2:10]([NH:17][CH2:18][CH2:19][C:20]1[CH:25]=[CH:24][C:23]([OH:26])=[CH:22][CH:21]=1)[C:11]1[CH:16]=[CH:15][CH:14]=[CH:13][CH:12]=1>>[CH2:10]([NH:17][CH2:18][CH2:19][C:20]1[CH:21]=[CH:22][C:23]([O:26][C:2]2[CH:9]=[CH:8][C:5]([C:6]#[N:7])=[CH:4][CH:3]=2)=[CH:24][CH:25]=1)[C:11]1[CH:12]=[CH:13][CH:14]=[CH:15][CH:16]=1. Procedure details: Reaction of 4-fluorobenzonitrile with the compound of Example 4, step 1 following the procedure of Example 1, step 2. affords the title compound, 4-[4-(2-Benzylamino-ethyl)-phenoxy]-benzonitrile, (2.7 g): 1H NMR (CDCl3, 300.00 MHz): 7.65-7.58 (m, 2H), 7.41-7.25 (m, 7H), 7.06-6.98 (m, 4H), 3.86 (s, 2H), 3.01-2.83 (m, 4H), m/z=328.9 (M+1). Reactants: CS(=O)(=O)OCCN1C(=NC(=C1)C1CCOCC1)C1CCN(CC1)C(=O)OC(C)(C)C (tert-butyl 4-(1-(2-(methylsulfonyloxy)ethyl)-4-(tetrahydro-2H-pyran-4-yl)-1H-imidazol-2-yl)piperidine-1-carboxylate), N1CCCC1 (pyrrolidine), CN(C=O)C (dimethylformamide). Solvent: ClCCl (dichloromethane), C([O-])(O)=O.[Na+] (sodium bicarbonate). Reaction conditions: temperature 50 celsius. Yields the product N1(CCCC1)CCN1C(=NC(=C1)C1CCOCC1)C1CCN(CC1)C(=O)OC(C)(C)C (tert-Butyl 4-(1-(2-(pyrrolidin-1-yl)ethyl)-4-(tetrahydro-2 H-pyran-4-yl)-1H-imidazol-2-yl)piperidine-1-carboxylate). The yield is 93.0%. As a reaction SMILES: CS(O[CH2:6][CH2:7][N:8]1[CH:12]=[C:11]([CH:13]2[CH2:18][CH2:17][O:16][CH2:15][CH2:14]2)[N:10]=[C:9]1[CH:19]1[CH2:24][CH2:23][N:22]([C:25]([O:27][C:28]([CH3:31])([CH3:30])[CH3:29])=[O:26])[CH2:21][CH2:20]1)(=O)=O.[NH:32]1[CH2:36][CH2:35][CH2:34][CH2:33]1.CN(C)C=O>ClCCl.C(=O)(O)[O-].[Na+]>[N:32]1([CH2:6][CH2:7][N:8]2[CH:12]=[C:11]([CH:13]3[CH2:14][CH2:15][O:16][CH2:17][CH2:18]3)[N:10]=[C:9]2[CH:19]2[CH2:24][CH2:23][N:22]([C:25]([O:27][C:28]([CH3:30])([CH3:31])[CH3:29])=[O:26])[CH2:21][CH2:20]2)[CH2:36][CH2:35][CH2:34][CH2:33]1 |f:4.5|. Procedure details: Combine tert-butyl 4-(1-(2-(methylsulfonyloxy)ethyl)-4-(tetrahydro-2H-pyran-4-yl)-1H-imidazol-2-yl)piperidine-1-carboxylate (2.02 g, 4.42 mmol), pyrrolidine (1.1 mL, 3.0 eq), and dimethylformamide (19 mL). Heat the reaction mixture to 50° C. overnight. Dilute with dichloromethane and saturated aqueous sodium bicarbonate. Separate the layers. Wash the organics with water. Dry the organics over anhydrous sodium sulfate, filter, and concentrate in vacuo. Purify by silica gel chromatography, eluting... The reactants are OC1=C(C=O)C=C(C=C1)OC (2-hydroxy-5-methoxybenzaldehyde), C(C)(=O)[O-].[Na+] (sodium acetate), BrBr (bromine), S(=S)(=O)([O-])[O-].[Na+].[Na+] (sodium thiosulfate). The solvent is C(C)(=O)O (acetic acid). Conditions: time 2 hour. Product: BrC=1C(=C(C=O)C=C(C1)OC)O (3-bromo-2-hydroxy-5-methoxybenzaldehyde). Isolated yield 59.9%. Reaction SMILES: [OH:1][C:2]1[CH:9]=[CH:8][C:7]([O:10][CH3:11])=[CH:6][C:3]=1[CH:4]=[O:5].C([O-])(=O)C.[Na+].[Br:17]Br.S([O-])([O-])(=O)=S.[Na+].[Na+]>C(O)(=O)C>[Br:17][C:9]1[C:2]([OH:1])=[C:3]([CH:6]=[C:7]([O:10][CH3:11])[CH:8]=1)[CH:4]=[O:5] |f:1.2,4.5.6|. Procedure: To 2-hydroxy-5-methoxybenzaldehyde (4.1 mL, 32.86 mmol) in acetic acid (150 mL) were added sodium acetate (4.0 g, 49.3 mmol) and bromine (2.2 mL, 42.7 mmol) and the mixture was stirred at rt for 2 h. Aqueous sodium thiosulfate was added and the mixture was concentrated by rotary evaporation. The solid was dissolved in dichloromethane and washed with water. The organic phase was separated, dried over MgSO4, filtered and the solvent removed by rotary evaporation. The solid residue was recrystalliz... Reactants: ClC=1C(=CC(=NC1)N)N1CCOCC1 (5-Chloro-4-morpholinopyridin-2-amine), BrN1CC(=NC=C1)C#N (4-bromo-cyanopyrazine), CC(C)([O-])C.[Na+] (sodium tert-butoxide), C=1C=CC(=CC1)P(C=2C=CC=CC2)C3=CC=C4C=CC=CC4=C3C5=C6C=CC=CC6=CC=C5P(C=7C=CC=CC7)C=8C=CC=CC8 (BINAP). Reagents/catalysts: CC(=O)[O-].CC(=O)[O-].[Pd+2] (Pd(OAc)2). Run in C1(=CC=CC=C1)C (toluene), CN(C)C=O (DMF). Reaction conditions: temperature 140 celsius. The product is ClC=1C(=CC(=NC1)NC=1N=CC(=NC1)C#N)N1CCOCC1 (5-(5-chloro-4-morpholinopyridin-2-ylamino)pyrazine-2-carbonitrile). Isolated yield 31.6%. RXN SMILES: [Cl:1][C:2]1[C:3]([N:9]2[CH2:14][CH2:13][O:12][CH2:11][CH2:10]2)=[CH:4][C:5]([NH2:8])=[N:6][CH:7]=1.Br[N:16]1[CH:21]=[CH:20][N:19]=[C:18]([C:22]#[N:23])[CH2:17]1.CC(C)([O-])C.[Na+].C1C=CC(P(C2C(C3C(P(C4C=CC=CC=4)C4C=CC=CC=4)=CC=C4C=3C=CC=C4)=C3C(C=CC=C3)=CC=2)C2C=CC=CC=2)=CC=1>C1(C)C=CC=CC=1.CC([O-])=O.CC([O-])=O.[Pd+2].CN(C=O)C>[Cl:1][C:2]1[C:3]([N:9]2[CH2:14][CH2:13][O:12][CH2:11][CH2:10]2)=[CH:4][C:5]([NH:8][C:21]2[N:16]=[CH:17][C:18]([C:22]#[N:23])=[N:19][CH:20]=2)=[N:6][CH:7]=1 |f:2.3,6.7.8|. Reported procedure: 5-Chloro-4-morpholinopyridin-2-amine (68 mg, 0.31 mmol), 4-bromo-cyanopyrazine (30 mg, 0.20 mmol), sodium tert-butoxide (45 mg, 0.47 mmol), Pd(OAc)2 (3 mg, 0.01 mmol) and BINAP (0.030 g, 0.05 mmol) were mixed under argon atmosphere before addition of mixture of DMF in toluene (2:1, 0.7 mL). The reaction mixture was heated to 140° C. by microwave irradiation for 20 minutes. The reaction mixture was purified by ion exchange chromatography on SCX-II acidic resin (500 mg) eluting with methanol, then...